From a dataset of the Open Reaction Database (ORD), a public repository of structured organic reaction records. describe an organic reaction: reactants, conditions, products, and yield The reactants are N1C=NC(=C1)C=1C(=NOC1C)C1=CC=CC=C1 (4-(1H-imidazol-4-yl)-5-methyl-3-phenyl-isoxazole), ClC1=C(C=CC=C1)B(O)O (2-chlorophenylboronic acid). The product is ClC1=C(C=CC=C1)N1C=NC(=C1)C=1C(=NOC1C)C1=CC=CC=C1 (4-[1-(2-Chloro-phenyl)-1H-imidazol-4-yl]-5-methyl-3-phenyl-isoxazole). Isolated yield 10.0%. RXN SMILES: [NH:1]1[CH:5]=[C:4]([C:6]2[C:7]([C:12]3[CH:17]=[CH:16][CH:15]=[CH:14][CH:13]=3)=[N:8][O:9][C:10]=2[CH3:11])[N:3]=[CH:2]1.[Cl:18][C:19]1[CH:24]=[CH:23][CH:22]=[CH:21][C:20]=1B(O)O>>[Cl:18][C:19]1[CH:24]=[CH:23][CH:22]=[CH:21][C:20]=1[N:1]1[CH:5]=[C:4]([C:6]2[C:7]([C:12]3[CH:13]=[CH:14][CH:15]=[CH:16][CH:17]=3)=[N:8][O:9][C:10]=2[CH3:11])[N:3]=[CH:2]1. Procedure details: As described for Example 3, 4-(1H-imidazol-4-yl)-5-methyl-3-phenyl-isoxazole (68.2 mg, 0.3 mmol) was converted, using 2-chlorophenylboronic acid instead of 4-fluorophenylboronic acid, to the title compound (11 mg, 10%) which was obtained as an off-white solid. MS: m/e=336.5 [M+H]+. Reactants: ( ε ), [OH-].[Na+] (NaOH), OO (H2O2), peroxide, [OH-] (hydroxide), ( ε ), NC=1C2=C(N=CN1)NC(S2)=S (7-Aminothiazolo[4,5-d]pyrimidine-2(3H)-thione). Run in O (water). Conditions: time 1 hour. Yields the product NC=1C2=C(N=CN1)NC(S2)=O (7-Aminothiazolo[4,5-d]pyrimidin-2(3H)-one). RXN SMILES: [NH2:1][C:2]1[C:3]2[S:10][C:9](=S)[NH:8][C:4]=2[N:5]=[CH:6][N:7]=1.[OH-:12].[Na+].OO.[OH-]>O>[NH2:1][C:2]1[C:3]2[S:10][C:9](=[O:12])[NH:8][C:4]=2[N:5]=[CH:6][N:7]=1 |f:1.2|. Procedure: To a suspension of 29 (770 mg, 4.2 mmol) in water (30 mL) was added 1N NaOH (4.2 mL) and 30% H2O2 (1.0 mL) and the reaction was stirred for 1 h at room temperature. Additional peroxide (2.0 mL) and hydroxide (5.0 mL) were added and the mixture was stirred for 1 h at 70° C. The reaction mixture was filtered and the filtrate was neutralized with glacial acetic acid. The resulting precipitate was filtered off while still hot, washed with cold water and dried to yield 0.52 g (74%): mp >370 ° C.: UV ... The reactants are ClC(=O)OC1=CC=CC=C1 (phenyl chloroformate), C(C)(C)N(C(C)C)CC (N,N-diisopropylethylamine), Cl.COC([C@@H](N)CC(=O)OC)=O (L-aspartic acid dimethyl ester hydrochloride). Solvent: ClCCl (dichloromethane). Conditions: time 2 hour. Yields the product COC([C@@H](NC(=O)OC1=CC=CC=C1)CC(=O)OC)=O (N-phenoxycarbonyl-L-aspartic acid dimethyl ester). Reaction SMILES: Cl.[CH3:2][O:3][C:4](=[O:12])[C@H:5]([CH2:7][C:8]([O:10][CH3:11])=[O:9])[NH2:6].Cl[C:14]([O:16][C:17]1[CH:22]=[CH:21][CH:20]=[CH:19][CH:18]=1)=[O:15].C(N(CC)C(C)C)(C)C>ClCCl>[CH3:2][O:3][C:4](=[O:12])[C@H:5]([CH2:7][C:8]([O:10][CH3:11])=[O:9])[NH:6][C:14]([O:16][C:17]1[CH:22]=[CH:21][CH:20]=[CH:19][CH:18]=1)=[O:15] |f:0.1|. Reported procedure: L-aspartic acid dimethyl ester hydrochloride (2.0 g, 10 mmol) was dissolved in dichloromethane (30 ml), phenyl chloroformate (1.3 mL, 11 mmol) and N,N-diisopropylethylamine (4.4 mL, 25 mmol) were added at 0° C., and the mixture was stirred at room temperature for 2 hours. The solvent was evaporated under reduced pressure, ethyl acetate was added, and the mixture was washed with water and saturated brine. After drying over anhydrous magnesium sulfate, the solvent was evaporated under reduced pres... Starting materials: C1(=CC=CC=C1)CCCCNC([C@H]1N(CCC1)C[C@H](CC(C)C)N)=O (1-[2-(S)-amino-4-methylpentyl ]-L-proline 4-phenylbutylamide), C1=CC=C(C=2C3=CC=CC=C3C(C12)=O)C(=O)Cl (9-fluorenone-4-carbonyl chloride). Product: C1(=CC=CC=C1)CCCCNC([C@H]1N(CCC1)C[C@H](CC(C)C)NC(=O)C1=CC=CC=2C(C3=CC=CC=C3C12)=O)=O (1-[2-(S)-[(9-Oxo-9H-fluorene-4-carbonyl)amino]-4-methylpentyl]-L-proline 4-Phenylbutylamide). Yield: 16.4%. RXN SMILES: [C:1]1([CH2:7][CH2:8][CH2:9][CH2:10][NH:11][C:12](=[O:25])[C@@H:13]2[CH2:17][CH2:16][CH2:15][N:14]2[CH2:18][C@@H:19]([NH2:24])[CH2:20][CH:21]([CH3:23])[CH3:22])[CH:6]=[CH:5][CH:4]=[CH:3][CH:2]=1.[CH:26]1[C:38]2[C:37](=[O:39])[C:36]3[C:31](=[CH:32][CH:33]=[CH:34][CH:35]=3)[C:30]=2[C:29]([C:40](Cl)=[O:41])=[CH:28][CH:27]=1>>[C:1]1([CH2:7][CH2:8][CH2:9][CH2:10][NH:11][C:12](=[O:25])[C@@H:13]2[CH2:17][CH2:16][CH2:15][N:14]2[CH2:18][C@@H:19]([NH:24][C:40]([C:29]2[C:30]3[C:31]4[C:36](=[CH:35][CH:34]=[CH:33][CH:32]=4)[C:37](=[O:39])[C:38]=3[CH:26]=[CH:27][CH:28]=2)=[O:41])[CH2:20][CH:21]([CH3:22])[CH3:23])[CH:6]=[CH:5][CH:4]=[CH:3][CH:2]=1. Procedure: Using the procedure described in Example 7, treatment of 1-[2-(S)-amino-4-methylpentyl ]-L-proline 4-phenylbutylamide (134 mg) with 9-fluorenone-4-carbonyl chloride (131 mg) provided 35 mg(18%) of the title compound. The 1H NMR and Mass spectrum analysis of this compound was consistent with the structure. Reactants: [H-].[Al+3].[Li+].[H-].[H-].[H-] (Lithium aluminum hydride), N (ammonia), C(C)OC1=C(C(=C(C=C1)CCC=O)F)F (3-(4-Ethoxy-2,3-difluorophenyl)propanal), C(C)(=O)OCC (ethyl acetate). Run in C1CCOC1 (THF). Run at time 2 hour. Product: C(C)OC1=C(C(=C(C=C1)CCCO)F)F (3-(4-ethoxy-2,3-difluorophenyl)propanol). The yield is 97.0%. As a reaction SMILES: [H-].[Al+3].[Li+].[H-].[H-].[H-].[CH2:7]([O:9][C:10]1[CH:15]=[CH:14][C:13]([CH2:16][CH2:17][CH:18]=[O:19])=[C:12]([F:20])[C:11]=1[F:21])[CH3:8].C(OCC)(=O)C.N>C1COCC1>[CH2:7]([O:9][C:10]1[CH:15]=[CH:14][C:13]([CH2:16][CH2:17][CH2:18][OH:19])=[C:12]([F:20])[C:11]=1[F:21])[CH3:8] |f:0.1.2.3.4.5|. Procedure: Lithium aluminum hydride (1.7 g) was suspended in THF (100 ml). 3-(4-Ethoxy-2,3-difluorophenyl)propanal (s13) (9.6 g) was added dropwise to the suspension in the temperature range of −20° C. to −10° C., and the mixture was stirred at the same temperature range for 2 hours. After the completion of reaction had been confirmed by means of GC analysis, ethyl acetate and a saturated aqueous solution of ammonia were added successively to the reaction mixture under ice-cooling, and the deposits were re... Reactants: BrC1=CN=C2N1N=C(C=C2)NCCOC (3-bromo-N-(2-methoxyethyl)imidazo[1,2-b]pyridazin-6-amine), NCC1=CC=C(C=C1)B(O)O ((4-(aminomethyl)phenyl)boronic acid), P(=O)([O-])([O-])[O-].[K+].[K+].[K+] (potassium phosphate). Reagents/catalysts: C1=CC=C(C=C1)P([C-]2C=CC=C2)C3=CC=CC=C3.C1=CC=C(C=C1)P([C-]2C=CC=C2)C3=CC=CC=C3.Cl[Pd]Cl.[Fe+2] ([1,1′-bis(diphenylphosphino)ferrocene]dichloropalladium(II)). Run in C(OC)COC.O (Dimethoxyethane water). Run at temperature 160 celsius. The product is C(C)(=O)O.NCC1=CC=C(C=C1)C1=CN=C2N1N=C(C=C2)NCCOC (3-(4-(aminomethyl)phenyl)-N-(2-methoxyethyl)imidazo[1,2-b]pyridazin-6-amine mono acetic acid salt). Reaction SMILES: Br[C:2]1[N:6]2[N:7]=[C:8]([NH:11][CH2:12][CH2:13][O:14][CH3:15])[CH:9]=[CH:10][C:5]2=[N:4][CH:3]=1.[NH2:16][CH2:17][C:18]1[CH:23]=[CH:22][C:21](B(O)[OH:25])=[CH:20][CH:19]=1.P([O-])([O-])([O-])=O.[K+].[K+].[K+]>C1C=CC(P(C2C=CC=CC=2)[C-]2C=CC=C2)=CC=1.C1C=CC(P(C2C=CC=CC=2)[C-]2C=CC=C2)=CC=1.Cl[Pd]Cl.[Fe+2].C(COC)OC.O>[C:13]([OH:14])(=[O:25])[CH3:12].[NH2:16][CH2:17][C:18]1[CH:23]=[CH:22][C:21]([C:2]2[N:6]3[N:7]=[C:8]([NH:11][CH2:12][CH2:13][O:14][CH3:15])[CH:9]=[CH:10][C:5]3=[N:4][CH:3]=2)=[CH:20][CH:19]=1 |f:2.3.4.5,6.7.8.9,10.11,12.13|. Procedure details: To a mixture of 3-bromo-N-(2-methoxyethyl)imidazo[1,2-b]pyridazin-6-amine (229 mg, 0.85 mmol), (4-(aminomethyl)phenyl)boronic acid (395 mg, 2.11 mmol), [1,1′-bis(diphenylphosphino)ferrocene]dichloropalladium(II) (62 mg, 0.085 mmol) and potassium phosphate (540 mg, 2.54 mmol) was added 1:1 Dimethoxyethane/water (3 mL). The resulting mixture was heated at 160° C. (microwave) for 6 min. The reaction was then filtered and diluted with a mixture of 1:1:1 methanol/water/acetonitrile, and then filtered...